This data is from the Open Reaction Database (ORD), a public repository of structured organic reaction records. The task is: describe an organic reaction: reactants, conditions, products, and yield Starting materials: BrC1=CC=C(C=C1)C1N2C(C3=CC=CC=C13)=NC=C2 (5-(4-bromophenyl)-5H-imidazo[2,1-a]isoindole), C(C1=CC=CC=C1)Br (benzylbromide), C(C1=CC=CC=C1)Br (benzylbromide). Solvent: C1CCOC1 (THF), C1CCCCC1 (cyclohexane). Run at temperature -40 celsius. Yields the product C(C1=CC=CC=C1)C1(N2C(C3=CC=CC=C13)=NC=C2)C2=CC=C(C=C2)Br (5-benzyl-5-(4-bromophenyl)-5H-imidazo[2,1-a]isoindole). Reaction SMILES: [Br:1][C:2]1[CH:7]=[CH:6][C:5]([CH:8]2[C:16]3[C:11](=[CH:12][CH:13]=[CH:14][CH:15]=3)[C:10]3=[N:17][CH:18]=[CH:19][N:9]23)=[CH:4][CH:3]=1.[CH2:20](Br)[C:21]1[CH:26]=[CH:25][CH:24]=[CH:23][CH:22]=1>C1COCC1.C1CCCCC1>[CH2:20]([C:8]1([C:5]2[CH:6]=[CH:7][C:2]([Br:1])=[CH:3][CH:4]=2)[C:16]2[C:11](=[CH:12][CH:13]=[CH:14][CH:15]=2)[C:10]2=[N:17][CH:18]=[CH:19][N:9]12)[C:21]1[CH:26]=[CH:25][CH:24]=[CH:23][CH:22]=1. Reported procedure: To a solution of 5-(4-bromophenyl)-5H-imidazo[2,1-a]isoindole (5 g) in THF (100 mL) at −78° C. was added LAD solution (21.42 mL, 1.5 M in cyclohexane). After stirring for 15 minutes benzylbromide was added and the reaction mixture was stirred at −40° C. After 20 minutes more benzylbromide (3 mL) was added and continued to stir at −40° C. for 40 minutes. The reaction was then quenched with aqueous saturated NH4Cl and partitioned between aqueous saturated NH4Cl and EtOAc. Aqueous layer was extract...